describe an organic reaction: reactants, conditions, products, and yield From a dataset of the Open Reaction Database (ORD), a public repository of structured organic reaction records. The reactants are CCO, CC(=O)O, CC(C)c1ccc(NC(=O)C2(O)CCN(Cc3ccccc3)CC2)cc1. The product is CC(C)c1ccc(NC(=O)C2(O)CCNCC2)cc1. As a reaction SMILES: [CH3:27][CH2:28][OH:29].[CH3:30][C:31](=[O:32])[OH:33].[CH:1]([CH3:2])([CH3:3])[c:4]1[cH:5][cH:6][c:7]([NH:10][C:11](=[O:12])[C:13]2([OH:26])[CH2:14][CH2:15][N:16]([CH2:19][c:20]3[cH:21][cH:22][cH:23][cH:24][cH:25]3)[CH2:17][CH2:18]2)[cH:8][cH:9]1>>[CH:1]([CH3:2])([CH3:3])[c:4]1[cH:5][cH:6][c:7]([NH:10][C:11](=[O:12])[C:13]2([OH:26])[CH2:14][CH2:15][NH:16][CH2:17][CH2:18]2)[cH:8][cH:9]1. Yields the product FC=1C=C(C=C(C1)F)CC(=O)NCC(=O)N[C@H]1[C@H](SC2=C(NC1=O)C=CC=C2)C2=CC=CC=C2 (N2-[(3,5-Difluorophenyl)acetyl]-N1-[(2R,3R)-4-oxo-2-phenyl-2,3,4,5-tetrahydro-1,5-benzothiazepin-3-yl]glycinamide). RXN SMILES: [O:1]=[C:2]1[NH:8][C:7]2[CH:9]=[CH:10][CH:11]=[CH:12][C:6]=2[S:5][C@H:4]([C:13]2[CH:18]=[CH:17][CH:16]=[CH:15][CH:14]=2)[C@@H:3]1[NH:19][C:20](=[O:33])[C@H:21](C)[NH:22]C(=O)CC1C=CC=CC=1.[F:34][C:35]1[CH:36]=[C:37]([CH2:42][C:43]([OH:45])=O)[CH:38]=[C:39]([F:41])[CH:40]=1>>[F:41][C:39]1[CH:38]=[C:37]([CH2:42][C:43]([NH:22][CH2:21][C:20]([NH:19][C@@H:3]2[C:2](=[O:1])[NH:8][C:7]3[CH:9]=[CH:10][CH:11]=[CH:12][C:6]=3[S:5][C@@H:4]2[C:13]2[CH:18]=[CH:17][CH:16]=[CH:15][CH:14]=2)=[O:33])=[O:45])[CH:36]=[C:35]([F:34])[CH:40]=1. Procedure details: A method similar to the one described for (97) was used except that N-[(2,3-cis)-4-oxo-2-phenyl-2,3,4,5-tetrahydro-1,5-benzothiazepin-3-yl]glycinamide (106a) was used as the amine component and 3,5-difluorophenylacetic acid was used as the acid component to afford the title compound as a 1:1 mixture with the 2S,3S diastereomer (80 mg),white solid, m.p.125-130° C. 1H NMR (300 MHz, d6-DMSO) δ 4.76 (t, 1H, J=7 Hz), 5.12 (d, 1H, J=7 Hz), 6.91-7.49 (m, 12H), 7.67 (d, 1H, J 7 Hz), 8.25 (s, 1H), 10.49 ... Starting materials: O=C1[C@H]([C@H](SC2=C(N1)C=CC=C2)C2=CC=CC=C2)NC([C@@H](NC(CC2=CC=CC=C2)=O)C)=O (N1-[(2R,3R)-4Oxo-2-phenyl-2,3,4,5-tetrahydro-1,5-benzothiazepin-3-yl]-N2-(phenylacetyl)-L-alaninamide), FC=1C=C(C=C(C1)F)CC(=O)O (3,5-difluorophenylacetic acid), N-[(2,3-cis)-4-oxo-2-phenyl-2,3,4,5-tetrahydro-1,5-benzothiazepin-3-yl]glycinamide, amine. The reactants are COc1ccc(C=CCBr)c(OC)c1OC, COc1cc(C=CCN2CCC(c3ccc(Oc4ccccc4)cc3)CC2)ccc1O. Product: COc1ccc(C=CCN2CCC(c3ccc(Oc4ccccc4)cc3)CC2)c(OC)c1OC. RXN SMILES: [CH3:32][O:33][c:34]1[c:35]([CH:36]=[CH:37][CH2:38][Br:39])[cH:40][cH:41][c:42]([O:46][CH3:47])[c:43]1[O:44][CH3:45].[OH:1][c:2]1[cH:3][cH:4][c:5]([CH:6]=[CH:7][CH2:8][N:11]2[CH2:12][CH2:13][CH:14]([c:17]3[cH:18][cH:19][c:20]([O:23][c:24]4[cH:25][cH:26][cH:27][cH:28][cH:29]4)[cH:21][cH:22]3)[CH2:15][CH2:16]2)[cH:9][c:10]1[O:30][CH3:31]>>[N:11]1([CH2:38][CH:37]=[CH:36][c:35]2[c:34]([O:33][CH3:32])[c:43]([O:44][CH3:45])[c:42]([O:46][CH3:47])[cH:41][cH:40]2)[CH2:12][CH2:13][CH:14]([c:17]2[cH:18][cH:19][c:20]([O:23][c:24]3[cH:25][cH:26][cH:27][cH:28][cH:29]3)[cH:21][cH:22]2)[CH2:15][CH2:16]1. The reactants are FC1=C(C(=O)O)C=CC(=C1F)F (2,3,4-trifluorobenzoic acid), [OH-].[Na+] (sodium hydroxide), CN1C(N(CC1)C)=O (1,3-dimethyl-2-imidazolidinone), CN1C(N(CC1)C)=O (1,3-dimethyl-2-imidazolidinone). Run in O (water). Run at temperature 150 celsius, time 2 hour. Product: FC1=C(C(C(=O)O)=CC=C1F)O (3,4-difluorosalicylic acid). The yield is 95.1%. As a reaction SMILES: F[C:2]1[C:10]([F:11])=[C:9]([F:12])[CH:8]=[CH:7][C:3]=1[C:4]([OH:6])=[O:5].[OH-].[Na+].CN1CCN(C)C1=[O:22]>O>[F:11][C:10]1[C:9]([F:12])=[CH:8][CH:7]=[C:3]([C:4]([OH:6])=[O:5])[C:2]=1[OH:22] |f:1.2|. Procedure: 1.76 g (0.01 mole) of 2,3,4-trifluorobenzoic acid, 1.62 g (0.04 mole) of powdery 99% sodium hydroxide and 20 ml of 1,3-dimethyl-2-imidazolidinone were fed into a 100-ml four-necked flask provided with a thermometer, a stirrer and a reflux condenser. The mixture was stirred at 150° C. for 2 hours to give rise to a reaction. After the completion of the reaction, part of 1,3-dimethyl-2-imidazolidinone was recovered. The resulting reaction mixture was diluted with 500 ml of water and then subjected ... Starting materials: Br, O=C(OCCCCCCCCC(Br)C(F)(F)Br)c1ccccc1, O=C(OCCCCCCCCC=C(F)F)c1ccccc1, [H-], [Na+], C1CCOC1. Product: O=C(OCCCCCCCCC(Br)=C(F)F)c1ccccc1. RXN SMILES: [Br:24].[C:1]([c:2]1[cH:3][cH:4][cH:5][cH:6][cH:7]1)(=[O:8])[O:9][CH2:10][CH2:11][CH2:12][CH2:13][CH2:14][CH2:15][CH2:16][CH2:17][CH:18]([C:19]([F:20])([F:21])[Br:22])[Br:23].[C:25]([O:26][CH2:27][CH2:28][CH2:29][CH2:30][CH2:31][CH2:32][CH2:33][CH2:34][CH:35]=[C:36]([F:37])[F:38])(=[O:39])[c:40]1[cH:41][cH:42][cH:43][cH:44][cH:45]1.[H-:46].[Na+:47].[O:48]1[CH2:49][CH2:50][CH2:51][CH2:52]1>>[C:1]([c:2]1[cH:3][cH:4][cH:5][cH:6][cH:7]1)(=[O:8])[O:9][CH2:10][CH2:11][CH2:12][CH2:13][CH2:14][CH2:15][CH2:16][CH2:17][C:18](=[C:19]([F:20])[F:21])[Br:23]. Starting materials: ClC=1C=C(C=CC1)NC(C1=C(N=CC=C1)N[C@@H]1CNCCC1)=O ((S)—N-(3-chlorophenyl)-2-(3-piperidylamino)nicotinamide), ClC=1C=C(C=CC1)NC(C1=C(N=CC=C1)NC1CC(NC(C1)(C)C)(C)C)=O (N-(3-chlorophenyl)-2-(2,2,6,6-tetramethylpiperidin-4-ylamino)nicotinamide). The product is ClC=1C=C(C=CC1)NC(C1=C(N=CC=C1)N[C@@H]1CN(CCC1)CCO)=O ((S)—N-(3-chlorophenyl)-2-[1-(2-hydroxyethyl)piperidin-3-ylamino]nicotinamide). Yield: 60.8%. Reaction SMILES: [Cl:1][C:2]1[CH:3]=[C:4]([NH:8][C:9](=[O:23])[C:10]2[CH:15]=[CH:14][CH:13]=[N:12][C:11]=2[NH:16][C@H:17]2[CH2:22][CH2:21][CH2:20][NH:19][CH2:18]2)[CH:5]=[CH:6][CH:7]=1.ClC1C=C(N[C:32](=[O:50])[C:33]2C=CC=NC=2NC2CC(C)(C)NC(C)(C)C2)C=CC=1>>[Cl:1][C:2]1[CH:3]=[C:4]([NH:8][C:9](=[O:23])[C:10]2[CH:15]=[CH:14][CH:13]=[N:12][C:11]=2[NH:16][C@H:17]2[CH2:22][CH2:21][CH2:20][N:19]([CH2:33][CH2:32][OH:50])[CH2:18]2)[CH:5]=[CH:6][CH:7]=1. Reported procedure: The title compound was prepared in the same manner as in Example 21, with the exception that (S)—N-(3-chlorophenyl)-2-(3-piperidylamino)nicotinamide of Example 20-B, instead of N-(3-chlorophenyl)-2-(2,2,6,6-tetramethylpiperidin-4-ylamino)nicotinamide, was used in the same molar amount (Yield: 60.8%). 1H NMR (CDCl3) δ 8.50 (br, 1H), 8.22 (d, 1H), 7.97 (s, 1H), 7.73 (d, 1H), 7.61 (s, 1H), 7.45 (d, 1H), 7.25 (t, 1H), 7.09 (d, 1H), 6.53-6.47 (m, 1H), 4.33 (br, 1H), 3.61 (t, 2H), 2.76-2.45 (m, 6H), 1...